This data is from the Open Reaction Database (ORD), a public repository of structured organic reaction records. The task is: describe an organic reaction: reactants, conditions, products, and yield The reactants are CC(Cl)c1cccnc1, C#CCOc1cnc(C(=O)O)cn1. The reagents and catalysts are O=C([O-])[O-].[Cs+].[Cs+] (cesium carbonate), [I-].[K+] (potassium iodide). Run in CN(C)C=O (DMF), CN(C)C=O (dmf), CN(C)C=O (DMF). Reaction conditions: temperature 70 celsius, time 16 hour. Product: C#CCOc1cnc(C(=O)OC(C)c2cccnc2)cn1. The reactants are Cc1cccc(C)c1-c1cc2cnc(N)nc2nc1N, CCN(CC)CCCN. Product: CCN(CC)CCCNc1ncc2cc(-c3c(C)cccc3C)c(N)nc2n1. RXN SMILES: [NH2:1][c:2]1[n:3][cH:4][c:5]2[c:6]([n:7]1)[n:8][c:9]([NH2:20])[c:10](-[c:12]1[c:13]([CH3:19])[cH:14][cH:15][cH:16][c:17]1[CH3:18])[cH:11]2.[NH2:21][CH2:22][CH2:23][CH2:24][N:25]([CH2:26][CH3:27])[CH2:28][CH3:29]>>[NH:1]([c:2]1[n:3][cH:4][c:5]2[c:6]([n:7]1)[n:8][c:9]([NH2:20])[c:10](-[c:12]1[c:13]([CH3:19])[cH:14][cH:15][cH:16][c:17]1[CH3:18])[cH:11]2)[CH2:22][CH2:23][CH2:24][N:25]([CH2:26][CH3:27])[CH2:28][CH3:29]. Reactants: [H-].[Al+3].[Li+].[H-].[H-].[H-] (lithium aluminum hydride), C(CCCCCC)NC(CCCCO)=O (N-heptyl-5-hydroxypentanamide), S(=O)(=O)([O-])[O-].[Na+].[Na+] (sodium sulfate), ice. Solvent: O1CCCC1 (tetrahydrofuran), O1CCCC1 (tetrahydrofuran). The product is OCCCCCNCCCCCCC (N-(5-hydroxypentyl)-N-heptylamine). Yield: 85.2%. As a reaction SMILES: [H-].[Al+3].[Li+].[H-].[H-].[H-].[CH2:7]([NH:14][C:15](=O)[CH2:16][CH2:17][CH2:18][CH2:19][OH:20])[CH2:8][CH2:9][CH2:10][CH2:11][CH2:12][CH3:13].S([O-])([O-])(=O)=O.[Na+].[Na+]>O1CCCC1>[OH:20][CH2:19][CH2:18][CH2:17][CH2:16][CH2:15][NH:14][CH2:7][CH2:8][CH2:9][CH2:10][CH2:11][CH2:12][CH3:13] |f:0.1.2.3.4.5,7.8.9|. Procedure: Part B. To a solution of lithium aluminum hydride (6.7 g, 0.176 mol) in dry tetrahydrofuran (300 mL), a solution of N-heptyl-5-hydroxypentanamide (19.0 g, 0.088 mol) in dry tetrahydrofuran (100 mL) under a nitrogen atmosphere was added dropwise. The reaction mixture was heated to reflux for 18 hours, allowed to cool to room temperature and was poured slowly into a stirred mixture of 10% aqueous sodium sulfate (400 mL) and ice (200 mL). The resulting slurry was filtered through a bed of Celite® a... Starting materials: FC(SC1=CC=C(C=C1)C)(F)F (4-trifluoromethylthiotoluene), BrN1C(CCC1=O)=O (N-bromosuccinimide), C(C1=CC=CC=C1)(=O)OOC(C1=CC=CC=C1)=O (benzoyl peroxide). The solvent is C(Cl)(Cl)(Cl)Cl (carbon tetrachloride). Run at time 4 hour. Yields the product FC(SC1=CC=C(CBr)C=C1)(F)F (4-trifluoromethylthiobenzyl bromide). RXN SMILES: [F:1][C:2]([F:12])([F:11])[S:3][C:4]1[CH:9]=[CH:8][C:7]([CH3:10])=[CH:6][CH:5]=1.[Br:13]N1C(=O)CCC1=O.C(OOC(=O)C1C=CC=CC=1)(=O)C1C=CC=CC=1>C(Cl)(Cl)(Cl)Cl>[F:12][C:2]([F:11])([F:1])[S:3][C:4]1[CH:5]=[CH:6][C:7]([CH2:10][Br:13])=[CH:8][CH:9]=1. Procedure details: A mixture of 4-trifluoromethylthiotoluene (1.5 g.), N-bromosuccinimide (1.53 g.) and benzoyl peroxide (0.05 g.) in dry carbon tetrachloride (30 ml.) was refluxed, with stirring for 4 hours. The mixture was cooled and filtered. The filtrates were evaporated in vacuo and 4-trifluoromethylthiobenzyl bromide was obtained as a crystalline solid (2.5 g.). Reactants: C(CCC)I (butyl iodide), ClC=1C=C(C2=C(C(CCCO2)NS(=O)(=O)CC)C1)C (7-chloro-9-methyl-5-(N-ethylsulfonylamino)-2,3,4,5-tetrahydro-1-benzoxepine), [H-].[Na+] (sodium hydride). Solvent: CN(C)C=O (DMF), CN(C)C=O (DMF). Conditions: time 30 minute. The product is C(CCC)N(S(=O)(=O)CC)C1CCCOC2=C1C=C(C=C2C)Cl (5-(N-butyl-N-ethylsulfonylamino)-7-chloro-9-methyl-2,3,4,5-tetrahydro-1-benzoxepine). Yield: 96.2%. As a reaction SMILES: [Cl:1][C:2]1[CH:3]=[C:4]([CH3:19])[C:5]2[O:11][CH2:10][CH2:9][CH2:8][CH:7]([NH:12][S:13]([CH2:16][CH3:17])(=[O:15])=[O:14])[C:6]=2[CH:18]=1.[H-].[Na+].[CH2:22](I)[CH2:23][CH2:24][CH3:25]>CN(C=O)C>[CH2:22]([N:12]([CH:7]1[C:6]2[CH:18]=[C:2]([Cl:1])[CH:3]=[C:4]([CH3:19])[C:5]=2[O:11][CH2:10][CH2:9][CH2:8]1)[S:13]([CH2:16][CH3:17])(=[O:14])=[O:15])[CH2:23][CH2:24][CH3:25] |f:1.2|. Reported procedure: A solution of 0.8 g (2.6 mmol) of 7-chloro-9-methyl-5-(N-ethylsulfonylamino)-2,3,4,5-tetrahydro-1-benzoxepine (Example 10c) in 10 ml of DMF was added dropwise under nitrogen to a suspension of 0.1 g (2.7 mmol) of 80 percent sodium hydride in 8 ml of DMF. After stirring at RT for 30 min, 0.68 g (3.7 mmol) of butyl iodide was added dropwise and the mixture was additionally stirred overnight at RT. After distilling off the solvent, the residue was treated with water and extracted with EA. After was... Reactants: O=C(O)c1cc(C(=O)O)c(C(=O)N(Cc2cccc(Br)c2)C2CCCc3ccccc32)cc1C(=O)O, OB(O)c1ccc(F)c(Cl)c1. The product is O=C(O)c1cc(C(=O)O)c(C(=O)N(Cc2cccc(-c3ccc(F)c(Cl)c3)c2)C2CCCc3ccccc32)cc1C(=O)O. As a reaction SMILES: [Br:1][c:2]1[cH:3][c:4]([CH2:5][N:6]([C:7](=[O:8])[c:9]2[c:10]([C:21](=[O:22])[OH:23])[cH:11][c:12]([C:18](=[O:19])[OH:20])[c:13]([C:15](=[O:16])[OH:17])[cH:14]2)[CH:24]2[CH2:25][CH2:26][CH2:27][c:28]3[cH:29][cH:30][cH:31][cH:32][c:33]32)[cH:34][cH:35][cH:36]1.[Cl:37][c:38]1[cH:39][c:40]([B:45]([OH:46])[OH:47])[cH:41][cH:42][c:43]1[F:44]>>[c:2]1(-[c:40]2[cH:39][c:38]([Cl:37])[c:43]([F:44])[cH:42][cH:41]2)[cH:3][c:4]([CH2:5][N:6]([C:7](=[O:8])[c:9]2[c:10]([C:21](=[O:22])[OH:23])[cH:11][c:12]([C:18](=[O:19])[OH:20])[c:13]([C:15](=[O:16])[OH:17])[cH:14]2)[CH:24]2[CH2:25][CH2:26][CH2:27][c:28]3[cH:29][cH:30][cH:31][cH:32][c:33]32)[cH:34][cH:35][cH:36]1. Starting materials: CO, C[Si](C)(C)C#Cc1cc(Cl)cnc1N, [F-], [K+]. Yields the product C#Cc1cc(Cl)cnc1N. RXN SMILES: [CH3:17][OH:18].[Cl:1][c:2]1[cH:3][c:4]([C:9]#[C:10][Si:11]([CH3:12])([CH3:13])[CH3:14])[c:5]([NH2:8])[n:6][cH:7]1.[F-:15].[K+:16]>>[Cl:1][c:2]1[cH:3][c:4]([C:9]#[CH:10])[c:5]([NH2:8])[n:6][cH:7]1. Yield: 52.0%. Run in C(C)(=O)OC(C)=O (acetic anhydride). Reaction conditions: temperature 140 celsius, time 4 hour. The reactants are Cl (hydrochloric acid), CN(C=NS(=O)(=O)C1=CC=2C=[N+](C(=CC2O1)C)[O-])C (N,N-Dimethyl-N'-(5-oxido-6-methylfuro[3.2-c]pyridine-2-sulfonyl)formamidin), C([O-])([O-])=O.[Na+].[Na+] (sodium carbonate). As a reaction SMILES: [CH3:1][N:2]([CH3:19])[CH:3]=[N:4][S:5]([C:8]1[O:16][C:15]2[CH:14]=[C:13]([CH3:17])[N+:12]([O-])=[CH:11][C:10]=2[CH:9]=1)(=[O:7])=[O:6].Cl.C(=O)([O-])[O-:22].[Na+].[Na+]>C(OC(=O)C)(=O)C>[CH3:1][N:2]([CH3:19])[CH:3]=[N:4][S:5]([C:8]1[O:16][C:15]2[CH:14]=[C:13]([CH2:17][OH:22])[N:12]=[CH:11][C:10]=2[CH:9]=1)(=[O:7])=[O:6] |f:2.3.4|. Reported procedure: A suspension of N,N-dimethyl-N'-[6-methyl-5-oxido-furo[3,2-c]pyridine-2-sulfonyl]formamidine (4.24 g, 15 mmol) (from Example 13, Step B) in acetic anhydride (13 mL), under a nitrogen atmosphere was heated at 140° C. for 20 minutes to give an amber solution. This reaction mixture was cooled to 100° C. and 6% hydrochloric acid (30 mL) was added. After stirring at 100° C. for 4 hours, the reaction mixture was poured into saturated sodium carbonate (~100 mL) carefully. The product was extracted into... The product is CN(C=NS(=O)(=O)C1=CC=2C=NC(=CC2O1)CO)C (N,N-Dimethyl-N'-[6-(hydroxymethyl)furo[3,2-c]pyridine-2-sulfonyl]formamidine).